From a dataset of the Open Reaction Database (ORD), a public repository of structured organic reaction records. describe an organic reaction: reactants, conditions, products, and yield The reactants are O=C([O-])[O-], CC1(C)OB(c2cccnc2N)OC1(C)C, O=S(=O)(Oc1cc2c(Cl)ccc(F)c2cn1)C(F)(F)F, [Cs+], [Cs+], C1COCCO1, O, c1ccc(P(c2ccccc2)(c2ccccc2)[Pd](P(c2ccccc2)(c2ccccc2)c2ccccc2)(P(c2ccccc2)(c2ccccc2)c2ccccc2)P(c2ccccc2)(c2ccccc2)c2ccccc2)cc1. The product is Nc1ncccc1-c1cc2c(Cl)ccc(F)c2cn1. As a reaction SMILES: [C:37](=[O:38])([O-:39])[O-:40].[CH3:21][C:22]1([CH3:23])[C:24]([CH3:25])([CH3:26])[O:27][B:28]([c:29]2[c:30]([NH2:35])[n:31][cH:32][cH:33][cH:34]2)[O:36]1.[Cl:1][c:2]1[c:3]2[cH:4][c:5]([O:13][S:14]([C:15]([F:16])([F:17])[F:18])(=[O:19])=[O:20])[n:6][cH:7][c:8]2[c:9]([F:12])[cH:10][cH:11]1.[Cs+:41].[Cs+:42].[O:43]1[CH2:44][CH2:45][O:46][CH2:47][CH2:48]1.[OH2:49].[cH:50]1[cH:51][cH:52][c:53]([P:54]([Pd:55]([P:56]([c:57]2[cH:58][cH:59][cH:60][cH:61][cH:62]2)([c:63]2[cH:64][cH:65][cH:66][cH:67][cH:68]2)[c:69]2[cH:70][cH:71][cH:72][cH:73][cH:74]2)([P:75]([c:76]2[cH:77][cH:78][cH:79][cH:80][cH:81]2)([c:82]2[cH:83][cH:84][cH:85][cH:86][cH:87]2)[c:88]2[cH:89][cH:90][cH:91][cH:92][cH:93]2)[P:94]([c:95]2[cH:96][cH:97][cH:98][cH:99][cH:100]2)([c:101]2[cH:102][cH:103][cH:104][cH:105][cH:106]2)[c:107]2[cH:108][cH:109][cH:110][cH:111][cH:112]2)([c:113]2[cH:114][cH:115][cH:116][cH:117][cH:118]2)[c:119]2[cH:120][cH:121][cH:122][cH:123][cH:124]2)[cH:125][cH:126]1>>[Cl:1][c:2]1[c:3]2[cH:4][c:5](-[c:29]3[c:30]([NH2:35])[n:31][cH:32][cH:33][cH:34]3)[n:6][cH:7][c:8]2[c:9]([F:12])[cH:10][cH:11]1. Starting materials: CC(C)(C#N)c1cccc(C(=O)O)c1, CCN=C=NCCCN(C)C, CO, CN(C)c1ccncc1, Cl, Nc1cccc(Oc2ccc([N+](=O)[O-])cc2)c1, c1ccncc1. Yields the product CC(C)(C#N)c1cccc(C(=O)Nc2cccc(Oc3ccc([N+](=O)[O-])cc3)c2)c1. Reaction SMILES: [C:18](#[N:19])[C:20]([CH3:21])([CH3:22])[c:23]1[cH:24][c:25]([C:26](=[O:27])[OH:28])[cH:29][cH:30][cH:31]1.[CH2:33]([N:34]=[C:35]=[N:36][CH2:37][CH2:38][CH2:39][N:40]([CH3:41])[CH3:42])[CH3:43].[CH3:44][OH:45].[CH3:52][N:53]([CH3:54])[c:55]1[cH:56][cH:57][n:58][cH:59][cH:60]1.[ClH:32].[N+:1](=[O:2])([O-:3])[c:4]1[cH:5][cH:6][c:7]([O:8][c:9]2[cH:10][c:11]([NH2:12])[cH:13][cH:14][cH:15]2)[cH:16][cH:17]1.[cH:46]1[cH:47][cH:48][n:49][cH:50][cH:51]1>>[N+:1](=[O:2])([O-:3])[c:4]1[cH:5][cH:6][c:7]([O:8][c:9]2[cH:10][c:11]([NH:12][C:26]([c:25]3[cH:24][c:23]([C:20]([C:18]#[N:19])([CH3:21])[CH3:22])[cH:31][cH:30][cH:29]3)=[O:27])[cH:13][cH:14][cH:15]2)[cH:16][cH:17]1. The reactants are C1CCOC1 (THF), C(C)N=C=O (ethyl isocyanate), CCN(C(C)C)C(C)C (Hünig's base), FC=1C=C(C=CC1C1=CC(=C2C(=N1)NN=C2C)CN2CC(NCCC2)C)O (3-Fluoro-4-[3-methyl-4-(3-methyl-[1,4]diazepan-1-ylmethyl)-1H-pyrazolo[3,4-b]pyridin-6-yl]-phenol). Run in O (water). The product is C(C)NC(=O)N1C(CN(CCC1)CC1=C2C(=NC(=C1)C1=C(C=C(C=C1)O)F)NN=C2C)C (4-[6-(2-Fluoro-4-hydroxy-phenyl)-3-methyl-1H-pyrazolo[3,4-b]pyridin-4-ylmethyl]-2-methyl-[1,4]diazepane-1-carboxylic acid ethylamide). RXN SMILES: [F:1][C:2]1[CH:3]=[C:4]([OH:27])[CH:5]=[CH:6][C:7]=1[C:8]1[N:13]=[C:12]2[NH:14][N:15]=[C:16]([CH3:17])[C:11]2=[C:10]([CH2:18][N:19]2[CH2:25][CH2:24][CH2:23][NH:22][CH:21]([CH3:26])[CH2:20]2)[CH:9]=1.C1COCC1.[CH2:33]([N:35]=[C:36]=[O:37])[CH3:34].CCN(C(C)C)C(C)C>O>[CH2:33]([NH:35][C:36]([N:22]1[CH2:23][CH2:24][CH2:25][N:19]([CH2:18][C:10]2[CH:9]=[C:8]([C:7]3[CH:6]=[CH:5][C:4]([OH:27])=[CH:3][C:2]=3[F:1])[N:13]=[C:12]3[NH:14][N:15]=[C:16]([CH3:17])[C:11]=23)[CH2:20][CH:21]1[CH3:26])=[O:37])[CH3:34]. Procedure details: To a solution of 75 mg 3-Fluoro-4-[3-methyl-4-(3-methyl-[1,4]diazepan-1-ylmethyl)-1H-pyrazolo[3,4-b]pyridin-6-yl]-phenol in 1.5 ml abs. THF were added 15 mg ethyl isocyanate and 26 mg Hünig's base. After 16 h at rt water was added, and the pH was adjusted to neutral. The mixture was extracted with ethyl acetate twice and the combined organic layers were dried and concentrated in vacuo. After purification by HPLC 29 mg (32%) of the title compound were obtained. Starting materials: CC(C)=O, CI, [K+], [K+], O=C([O-])[O-], CCOC(=O)c1cc(O)c2c(cnn2C2CCCCO2)c1. The product is CCOC(=O)c1cc(OC)c2c(cnn2C2CCCCO2)c1. As a reaction SMILES: [CH3:30][C:31](=[O:32])[CH3:33].[I:28][CH3:29].[K+:22].[K+:23].[O-:24][C:25]([O-:26])=[O:27].[OH:1][c:2]1[cH:3][c:4]([C:17](=[O:18])[O:19][CH2:20][CH3:21])[cH:5][c:6]2[cH:7][n:8][n:9]([CH:11]3[O:12][CH2:13][CH2:14][CH2:15][CH2:16]3)[c:10]12>>[O:1]([c:2]1[cH:3][c:4]([C:17](=[O:18])[O:19][CH2:20][CH3:21])[cH:5][c:6]2[cH:7][n:8][n:9]([CH:11]3[O:12][CH2:13][CH2:14][CH2:15][CH2:16]3)[c:10]12)[CH3:25]. Starting materials: ClC1=CC=CC=2N1N=C(C2C(C(=C)C)=O)C2=CC=C(C=C2)F (1-[7-chloro-2-(4-fluorophenyl)pyrazolo[1,5-α]pyridin-3-yl]-2-methyl-2-propen-1-one), Cl.C1(CCCC1)NC(=N)N (N-cyclopentylguanidine hydrochloride), [O-]CC.[Na+] (sodium ethoxide), Cl.C1(CCCC1)NC(=N)N (N-cyclopentylguanidine hydrochloride), [O-]CC.[Na+] (sodium ethoxide). The reagents and catalysts are [Pd] (palladium on carbon), [Pd] (Palladium on carbon). The solvent is C(C)O (ethanol), C(C)(=O)OCC (ethyl acetate), C(C)O (ethanol), C(C)O (ethanol). Reaction conditions: time 16 hour. Yields the product ClC1=CC=CC=2N1N=C(C2C2=NC(=NC=C2C)NC2CCCC2)C2=CC=C(C=C2)F (4-[7-chloro-2-(4-fluorophenyl)pyrazolo[1,5-α]pyridin-3-yl]-N-cyclopentyl-5-methyl-2-pyrimidinamine). Yield: 43.0%. RXN SMILES: Cl.[CH:2]1([NH:7][C:8]([NH2:10])=[NH:9])[CH2:6][CH2:5][CH2:4][CH2:3]1.[O-]CC.[Na+].[Cl:15][C:16]1[N:21]2[N:22]=[C:23]([C:30]3[CH:35]=[CH:34][C:33]([F:36])=[CH:32][CH:31]=3)[C:24]([C:25](=O)[C:26]([CH3:28])=[CH2:27])=[C:20]2[CH:19]=[CH:18][CH:17]=1>C(O)C.[Pd].C(OCC)(=O)C>[Cl:15][C:16]1[N:21]2[N:22]=[C:23]([C:30]3[CH:31]=[CH:32][C:33]([F:36])=[CH:34][CH:35]=3)[C:24]([C:25]3[C:26]([CH3:28])=[CH:27][N:10]=[C:8]([NH:7][CH:2]4[CH2:6][CH2:5][CH2:4][CH2:3]4)[N:9]=3)=[C:20]2[CH:19]=[CH:18][CH:17]=1 |f:0.1,2.3|. Reported procedure: To a suspension of N-cyclopentylguanidine hydrochloride (68 mg, 0.42 mmol) in ethanol (1 mL) was added sodium ethoxide (138 μL, 3 M in ethanol, 0.41 mmol). A solution of 1-[7-chloro-2-(4-fluorophenyl)pyrazolo[1,5-α]pyridin-3-yl]-2-methyl-2-propen-1-one in ethanol (1 mL) was added and the reaction mixture was allowed to stir at room temperature for 16 hours. An additional aliquot of N-cyclopentylguanidine hydrochloride (68 mg, 0.42 mmol) and sodium ethoxide (138 μL, 3 M in ethanol, 0.41 mmol) in ... Reactants: ClCCCCC(C(C(C)=O)=CC1=CC(=CC=C1)[N+](=O)[O-])=O (1-chloro-6-(3-nitrophenyl-methylene)-5,7-octanedione), N\C(=C/C(=O)OC(C)(C)C)\C (tert-butyl β-amino-crotonate). Solvent: C(CCC)O (1-butanol). Product: C(C)(=O)C1=C(NC(=C(C1C1=CC(=CC=C1)[N+](=O)[O-])C(=O)OC(C)(C)C)C)CCCCCl (3-Acetyl-5-tert-butoxycarbonyl-2-(4-chlorobutyl)-1,4-dihydro-6-methyl-4-(3-nitrophenyl) -pyridine). As a reaction SMILES: [Cl:1][CH2:2][CH2:3][CH2:4][CH2:5][C:6](=O)[C:7](=[CH:11][C:12]1[CH:17]=[CH:16][CH:15]=[C:14]([N+:18]([O-:20])=[O:19])[CH:13]=1)[C:8](=[O:10])[CH3:9].[NH2:22]/[C:23](/[CH3:32])=[CH:24]\[C:25]([O:27][C:28]([CH3:31])([CH3:30])[CH3:29])=[O:26]>C(O)CCC>[C:8]([C:7]1[CH:11]([C:12]2[CH:17]=[CH:16][CH:15]=[C:14]([N+:18]([O-:20])=[O:19])[CH:13]=2)[C:24]([C:25]([O:27][C:28]([CH3:31])([CH3:30])[CH3:29])=[O:26])=[C:23]([CH3:32])[NH:22][C:6]=1[CH2:5][CH2:4][CH2:3][CH2:2][Cl:1])(=[O:10])[CH3:9]. Reported procedure: 24 g (79 mmol) 1-chloro-6-(3-nitrophenyl-methylene)-5,7-octanedione and 25 g (0.159 mol) tert-butyl β-amino-crotonate are boiled under reflux in 200 ml 1-butanol for 18 h. The mixture is filtered and concentrated, and the residue is chromatographed over silica gel with toluene/acetone=9/1. The title compound is obtained as a yellow oil. Yield: 19.7 g (57%). The reactants are C(C1=CC=CC=C1)OC1=CC=C(C=C1)C1=NN(C2=NC=CN=C21)CC (3-[4-(benzyloxy)phenyl]-1-ethyl-1H-pyrazolo[3,4-b]pyrazine). The reagents and catalysts are [Pd] (Pd—C). Run in CO (MeOH), CCOC(=O)C (AcOEt). Run at time 2 hour. The product is C(C)N1N=C(C=2C1=NC=CN2)C2=CC=C(C=C2)O (4-(1-Ethyl-1H-pyrazolo[3,4-b]pyrazin-3-yl)phenol). The yield is 57.9%. As a reaction SMILES: C([O:8][C:9]1[CH:14]=[CH:13][C:12]([C:15]2[C:23]3[C:18](=[N:19][CH:20]=[CH:21][N:22]=3)[N:17]([CH2:24][CH3:25])[N:16]=2)=[CH:11][CH:10]=1)C1C=CC=CC=1>CO.CCOC(C)=O.[Pd]>[CH2:24]([N:17]1[C:18]2=[N:19][CH:20]=[CH:21][N:22]=[C:23]2[C:15]([C:12]2[CH:13]=[CH:14][C:9]([OH:8])=[CH:10][CH:11]=2)=[N:16]1)[CH3:25]. Procedure: A mixture of 3-[4-(benzyloxy)phenyl]-1-ethyl-1H-pyrazolo[3,4-b]pyrazine (570 mg) and 10% Pd—C (50% wet, 200 mg) in MeOH (8 mL) and AcOEt (8 mL) was hydrogenated under balloon pressure at room temperature for 2 h. The catalyst was removed by filtration and the filtrate was concentrated under reduced pressure. The residue was purified by silica gel column chromatography (AcOEt/hexane) to give the title compound (240 mg). Reactants: OCC1=C(SC(=C1C1=CC=C(C=C1)SC)C1=CC=C(C=C1)F)C(=O)O (3-Hydroxymethyl-5-(4-fluorophenyl)-4-(4-(methylthio) -phenyl)thiophene-2-carboxylic acid), Cl.CN(CCCN=C=NCC)C (1-(3-dimethylaminopropyl)-3-ethylcarbodiimide hydrochloride). Run in C(Cl)Cl (CH2Cl2). Conditions: time 30 minute. The product is FC1=CC=C(C=C1)C1=C(C2=C(C(OC2)=O)S1)C1=CC=C(C=C1)SC (2-(4-Fluorophenyl)-3-(4-(methylthio)phenyl)-4H-thieno [2,3-c]furan-6-one). Yield: 77.9%. As a reaction SMILES: O[CH2:2][C:3]1[C:7]([C:8]2[CH:13]=[CH:12][C:11]([S:14][CH3:15])=[CH:10][CH:9]=2)=[C:6]([C:16]2[CH:21]=[CH:20][C:19]([F:22])=[CH:18][CH:17]=2)[S:5][C:4]=1[C:23]([OH:25])=[O:24].Cl.CN(C)CCCN=C=NCC>C(Cl)Cl>[F:22][C:19]1[CH:20]=[CH:21][C:16]([C:6]2[S:5][C:4]3[C:23](=[O:25])[O:24][CH2:2][C:3]=3[C:7]=2[C:8]2[CH:9]=[CH:10][C:11]([S:14][CH3:15])=[CH:12][CH:13]=2)=[CH:17][CH:18]=1 |f:1.2|. Reported procedure: To a solution of 120 mg of the product of Step 3 in 10 mL of CH2Cl2 was added 150 mg of 1-(3-dimethylaminopropyl)-3-ethylcarbodiimide hydrochloride. After stirring for 30 min, the reaction mixture was concentrated in vacuo and purified by silica gel chromatography eluted with 6:1 hexane/EtOAc to give 89 mg of the title compound.